describe an organic reaction: reactants, conditions, products, and yield From a dataset of the Open Reaction Database (ORD), a public repository of structured organic reaction records. The reactants are C([C@@H]1[C@H]([C@@H]([C@H]([C@H](O1)O[C@@H]2[C@@H]([C@H]([C@@H]([C@H](O2)CO)O)O)O)O)O)O)O.O.O (trehalose dihydrate), NCC(=O)O (glycine), C(C(C)[*:2])[*:1] (polypropylene). The solvent is O (water), O (water). Product: C([C@@H]1[C@H]([C@@H]([C@H]([C@H](O1)O[C@@H]2[C@@H]([C@H]([C@@H]([C@H](O2)CO)O)O)O)O)O)O)O.NCC(=O)O (Trehalose Glycine). RXN SMILES: [CH2:1]([OH:23])[C@H:2]1[O:7][C@H:6]([O:8][C@H:9]2[O:14][C@H:13]([CH2:15][OH:16])[C@@H:12]([OH:17])[C@H:11]([OH:18])[C@H:10]2[OH:19])[C@H:5]([OH:20])[C@@H:4]([OH:21])[C@@H:3]1[OH:22].O.O.[NH2:26][CH2:27][C:28]([OH:30])=[O:29]>O>[CH2:15]([OH:16])[C@H:13]1[O:14][C@H:9]([O:8][C@H:6]2[O:7][C@H:2]([CH2:1][OH:23])[C@@H:3]([OH:22])[C@H:4]([OH:21])[C@H:5]2[OH:20])[C@H:10]([OH:19])[C@@H:11]([OH:18])[C@@H:12]1[OH:17].[NH2:26][CH2:27][C:28]([OH:30])=[O:29] |f:0.1.2,5.6|. Procedure: 17.84 g of trehalose dihydrate and 4.03 g of glycine were carefully weighed and transferred into a sterile polypropylene bottle, to which 300 ml of purified water was added at room temperature and stirred slowly until a clear solution was obtained. The pH was measured and found to be 5.5. Without adding any acid, the volume was adjusted to 350 ml with purified water. The pH was measured and found to be 5.5. Reactants: COc1ccc2nccc(N3CCN(CCN4C(=O)c5ccccc5C4=O)C(=O)C3)c2n1, CCO, NN, O. Yields the product COc1ccc2nccc(N3CCN(CCN)C(=O)C3)c2n1. As a reaction SMILES: [CH3:1][O:2][c:3]1[n:4][c:5]2[c:6]([N:13]3[CH2:14][C:15](=[O:32])[N:16]([CH2:19][CH2:20][N:21]4[C:22](=[O:23])[c:24]5[c:25]([cH:26][cH:27][cH:28][cH:29]5)[C:30]4=[O:31])[CH2:17][CH2:18]3)[cH:7][cH:8][n:9][c:10]2[cH:11][cH:12]1.[CH3:36][CH2:37][OH:38].[NH2:34][NH2:35].[OH2:33]>>[CH3:1][O:2][c:3]1[n:4][c:5]2[c:6]([N:13]3[CH2:14][C:15](=[O:32])[N:16]([CH2:19][CH2:20][NH2:21])[CH2:17][CH2:18]3)[cH:7][cH:8][n:9][c:10]2[cH:11][cH:12]1.